From a dataset of the Open Reaction Database (ORD), a public repository of structured organic reaction records. describe an organic reaction: reactants, conditions, products, and yield The reactants are [Na] (sodium), O=C(CCP(OCC)(OCC)=O)C (diethyl 3-oxobutylphosphonate), C(C=C)(=O)N.CC(=O)C.CC(=O)C (diacetone acrylamide), C(C)(=O)O (acetic acid), P(OCC)(OCC)[O-] (diethyl phosphite). Solvent: C(C)O (ethanol). Product: CC(CC(C)=O)(C)NC(C(=C)P(=O)(OCC)OCC)=O (N-(1,1-Dimethyl-3-oxobutyl)-2-diethylphosphonoacrylamide). Yield: 97.0%. Reaction SMILES: O=C(C)[CH2:3][CH2:4][P:5](=[O:12])([O:9][CH2:10][CH3:11])[O:6][CH2:7][CH3:8].[Na].P([O-])(OCC)OCC.[C:23]([NH2:27])(=[O:26])C=C.[CH3:28][C:29]([CH3:31])=[O:30].[CH3:32][C:33]([CH3:35])=O.C(O)(=O)C>C(O)C>[CH3:32][C:33]([NH:27][C:23](=[O:26])[C:4]([P:5]([O:6][CH2:7][CH3:8])([O:9][CH2:10][CH3:11])=[O:12])=[CH2:3])([CH3:35])[CH2:28][C:29](=[O:30])[CH3:31] |f:3.4.5,^1:13|. Reported procedure: Using the same procedure of Example 1 for the preparation of diethyl 3-oxobutylphosphonate, a solution prepared from the reaction of 3.1 grams (0.135 mole) of sodium with 63 ml of anhydrous ethanol was added under nitrogen and drying conditions with stirring at room temperature to 152 grams (1 mole) of diethyl phosphite. To this solution was then added over a one hour period maintaining the internal temperature at 30°-40° C. with external cooling, 169 grams (1 mole) of diacetone acrylamide. The ... The reactants are [I-].[Na+] (sodium iodide), CC(C)([O-])C.[K+] (potassium t-butoxide), O1CCCC1 (tetrahydrofuran), N-benzylidene, C(C)OC(CN)=O (glycine ethyl ester), CS(=O)(=O)OCC#CCCCC#N (1-methanesulphonyloxy-6-cyano-hex-2-yne), O1CCCC1 (tetrahydrofuran). Solvent: [Cl-].[Na+].O (brine), CCOCC (ether). Conditions: temperature -78 celsius, time 1 hour. Yields the product C(C1=CC=CC=C1)=NC(C(=O)OCC)CC#CCCCC#N (ethyl 2-(benzylidene-amino)-8-cyano-oct-4-ynoate). Reaction SMILES: [CH2:1]([O:3][C:4](=[O:7])[CH2:5][NH2:6])[CH3:2].[CH3:8][C:9]([CH3:12])([O-])[CH3:10].[K+].[I-].[Na+].CS(O[CH2:21][C:22]#[C:23][CH2:24][CH2:25][CH2:26][C:27]#[N:28])(=O)=O.O1C[CH2:32][CH2:31][CH2:30]1>[Cl-].[Na+].O.CCOCC>[CH:8](=[N:6][CH:5]([CH2:21][C:22]#[C:23][CH2:24][CH2:25][CH2:26][C:27]#[N:28])[C:4]([O:3][CH2:1][CH3:2])=[O:7])[C:9]1[CH:12]=[CH:32][CH:31]=[CH:30][CH:10]=1 |f:1.2,3.4,7.8.9|. Procedure details: The N-benzylidene derivative of glycine ethyl ester, (prepared as described by G. Stork, et al, J. Org. Chem. 41, 3491 (1976)) (30.2 g 158 mmol) in dry tetrahydrafuran (60 ml) was added dropwise to a stirred suspension of potassium t-butoxide (18.1 g, 160 mmol) in dry tetrahydrofuran (60 ml) under nitrogen at -78° C. The solution immediately became bright red in colour. After thirty minutes, sodium iodide (3 g) was added to the solution, followed by the dropwise addition of 1-methanesulphonyloxy...